describe an organic reaction: reactants, conditions, products, and yield From a dataset of the Open Reaction Database (ORD), a public repository of structured organic reaction records. The reactants are Cl (hydrochloric acid), BrC=1C=C2C=NNC2=C(C1)C(C)C (5-Bromo-7-isopropyl-1H-indazole), [H-].[Na+] (sodium hydride), C(C)(CC)[Li] (sec-butyllithium), C1CCCCC1 (cyclohexane), C([O-])(O)=O.[Na+] (sodium bicarbonate). The solvent is O1CCCC1 (tetrahydrofuran), CN(C=O)C (dimethylformamide). Reaction conditions: time 15 minute. Product: C(C)(C)C=1C=C(C=C2C=NNC12)C=O (7-Isopropyl-1H-indazole-5-carbaldehyde). Yield: 92.0%. As a reaction SMILES: Br[C:2]1[CH:3]=[C:4]2[C:8](=[C:9]([CH:11]([CH3:13])[CH3:12])[CH:10]=1)[NH:7][N:6]=[CH:5]2.[H-].[Na+].C([Li])(CC)C.C1CCCCC1.Cl.[C:28](=O)(O)[O-:29].[Na+]>CN(C)C=O.O1CCCC1>[CH:11]([C:9]1[CH:10]=[C:2]([CH:28]=[O:29])[CH:3]=[C:4]2[C:8]=1[NH:7][N:6]=[CH:5]2)([CH3:13])[CH3:12] |f:1.2,6.7|. Procedure: 5-Bromo-7-isopropyl-1H-indazole (3.1 g, 12.1 mmol) and sodium hydride (0.34 g, 1.1 equiv.) were weighed into a flame-dried round-bottom flask containing a magnetic stir bar. Under a nitrogen atmosphere at room temperature, dry tetrahydrofuran (18 mL) was added. The mixture was stirred at room temperature for 15 min, during which time it became homogeneous. The stirred mixture was cooled to −78° C. and a solution of sec-butyllithium in cyclohexane (1.4M, 20 mL, 2.2 equiv.) was added over several ... Reactants: CCOC(=O)C=CI, C1CCOC1, C#CC(C)c1ccccc1C(=O)c1ocnc1C, CCOC(C)=O, CCN(C(C)C)C(C)C, [Cu]I, Cl[Pd]Cl, c1ccc(P(c2ccccc2)c2ccccc2)cc1, c1ccc(P(c2ccccc2)c2ccccc2)cc1. Product: CCOC(=O)C=CC#CC(C)c1ccccc1C(=O)c1ocnc1C. As a reaction SMILES: [CH2:28]([CH3:29])[O:30][C:31]([CH:32]=[CH:33][I:34])=[O:35].[CH2:36]1[O:37][CH2:38][CH2:39][CH2:40]1.[CH3:1][c:2]1[n:3][cH:4][o:5][c:6]1[C:7](=[O:8])[c:9]1[c:10]([CH:15]([C:16]#[CH:17])[CH3:18])[cH:11][cH:12][cH:13][cH:14]1.[CH3:41][CH2:42][O:43][C:44]([CH3:45])=[O:46].[CH:19]([N:20]([CH2:21][CH3:22])[CH:23]([CH3:24])[CH3:25])([CH3:26])[CH3:27].[Cu:88][I:89].[Pd:47]([Cl:48])[Cl:49].[c:50]1([P:51]([c:52]2[cH:53][cH:54][cH:55][cH:56][cH:57]2)[c:58]2[cH:59][cH:60][cH:61][cH:62][cH:63]2)[cH:64][cH:65][cH:66][cH:67][cH:68]1.[c:69]1([P:70]([c:71]2[cH:72][cH:73][cH:74][cH:75][cH:76]2)[c:77]2[cH:78][cH:79][cH:80][cH:81][cH:82]2)[cH:83][cH:84][cH:85][cH:86][cH:87]1>>[CH3:1][c:2]1[n:3][cH:4][o:5][c:6]1[C:7](=[O:8])[c:9]1[c:10]([CH:15]([C:16]#[C:17][CH:33]=[CH:32][C:31]([O:30][CH2:28][CH3:29])=[O:35])[CH3:18])[cH:11][cH:12][cH:13][cH:14]1.